From a dataset of the Open Reaction Database (ORD), a public repository of structured organic reaction records. describe an organic reaction: reactants, conditions, products, and yield Starting materials: C1CCOC1, CCCCCC, N#CC1CCCC1, CC(C)[N-]C(C)C, ClCBr, [Li+], O. Yields the product N#CC1(CCl)CCCC1. Reaction SMILES: [CH2:20]1[O:21][CH2:22][CH2:23][CH2:24]1.[CH3:25][CH2:26][CH2:27][CH2:28][CH2:29][CH3:30].[CH:1]1([C:6]#[N:7])[CH2:2][CH2:3][CH2:4][CH2:5]1.[CH:8]([N-:9][CH:10]([CH3:11])[CH3:12])([CH3:13])[CH3:14].[Cl:16][CH2:17][Br:18].[Li+:15].[OH2:19]>>[C:1]1([C:6]#[N:7])([CH2:17][Cl:16])[CH2:2][CH2:3][CH2:4][CH2:5]1.